This data is from the Open Reaction Database (ORD), a public repository of structured organic reaction records. The task is: describe an organic reaction: reactants, conditions, products, and yield The reactants are [Na+], [OH-], CCOC(=O)c1cnc2cc(OC)ccc2c1O, O=P(Cl)(Cl)Cl. The product is CCOC(=O)c1cnc2cc(OC)ccc2c1Cl. As a reaction SMILES: [Na+:20].[OH-:19].[OH:1][c:2]1[c:3]([C:14](=[O:15])[O:16][CH2:17][CH3:18])[cH:4][n:5][c:6]2[cH:7][c:8]([O:12][CH3:13])[cH:9][cH:10][c:11]12.[P:21]([Cl:22])([Cl:23])([Cl:24])=[O:25]>>[c:2]1([Cl:23])[c:3]([C:14](=[O:15])[O:16][CH2:17][CH3:18])[cH:4][n:5][c:6]2[cH:7][c:8]([O:12][CH3:13])[cH:9][cH:10][c:11]12.